From a dataset of the Open Reaction Database (ORD), a public repository of structured organic reaction records. describe an organic reaction: reactants, conditions, products, and yield The reactants are O=C(CBr)c1ccccc1, O=C([O-])[O-], Oc1ccc2c(c1)OCO2, [K+], [K+], [Na+], [Na+], O=C([O-])[O-], O, c1ccccc1. Yields the product O=C(COc1ccc2c(c1)OCO2)c1ccccc1. As a reaction SMILES: [Br:11][CH2:12][C:13](=[O:14])[c:15]1[cH:16][cH:17][cH:18][cH:19][cH:20]1.[C:27](=[O:28])([O-:29])[O-:30].[CH2:1]1[O:2][c:3]2[cH:4][c:5]([OH:10])[cH:6][cH:7][c:8]2[O:9]1.[K+:31].[K+:32].[Na+:21].[Na+:22].[O-:23][C:24](=[O:25])[O-:26].[OH2:33].[cH:34]1[cH:35][cH:36][cH:37][cH:38][cH:39]1>>[CH2:1]1[O:2][c:3]2[cH:4][c:5]([O:10][CH2:12][C:13](=[O:14])[c:15]3[cH:16][cH:17][cH:18][cH:19][cH:20]3)[cH:6][cH:7][c:8]2[O:9]1. Reactants: C(C1=CC=CC=C1)N1C(C(=C(N2C1=NC=1N(C(N(C(C21)=O)C)=O)C)O)CCC)=O (9-benzyl-1,3-dimethyl-6-hydroxy-7-(n-propyl)-pyrimido[2,1-f]purine-2,4,8(1H,3H,9H)-trione), [N+](=[N-])=C (diazomethane). Run in C(Cl)(Cl)Cl (chloroform). Conditions: time 1.5 hour. The product is CN1C(N(C(C=2N3C(=NC12)N(C(C(=C3OC)CCC)=O)CC3=CC=CC=C3)=O)C)=O (1,3-Dimethyl-9-benzyl-6-methoxy-7-(n-propyl)pyrimido[2,1-f]purine-2,4,8(1H,3H,9H)-trione). Reaction SMILES: [CH2:1]([N:8]1[C:13]2=[N:14][C:15]3[N:16]([CH3:24])[C:17](=[O:23])[N:18]([CH3:22])[C:19](=[O:21])[C:20]=3[N:12]2[C:11]([OH:25])=[C:10]([CH2:26][CH2:27][CH3:28])[C:9]1=[O:29])[C:2]1[CH:7]=[CH:6][CH:5]=[CH:4][CH:3]=1.[N+](=[CH2:32])=[N-]>C(Cl)(Cl)Cl>[CH3:24][N:16]1[C:15]2[N:14]=[C:13]3[N:8]([CH2:1][C:2]4[CH:7]=[CH:6][CH:5]=[CH:4][CH:3]=4)[C:9](=[O:29])[C:10]([CH2:26][CH2:27][CH3:28])=[C:11]([O:25][CH3:32])[N:12]3[C:20]=2[C:19](=[O:21])[N:18]([CH3:22])[C:17]1=[O:23]. Reported procedure: Dissolve 9-benzyl-1,3-dimethyl-6-hydroxy-7-(n-propyl)-pyrimido[2,1-f]purine-2,4,8(1H,3H,9H)-trione (3 g) in 200 ml chloroform at 0° C. and treat with an ethereal solution of diazomethane. Stir the solution at 0° for 1.5 hours and destroy the excess diazomethane by the addition of acetic acid. Wash the chloroform solution with a solution of sodium bicarbonate and remove the chloroform under reduced pressure. Chromatograph the solid obtained on silica gel using 1% methanol in chloroform to give th...